Dataset: the Open Reaction Database (ORD), a public repository of structured organic reaction records. Task: describe an organic reaction: reactants, conditions, products, and yield The reactants are OC=1C=C(/C=C/C2=NC=3N(C(N(C(C3N2C)=O)CCC)=O)CCC)C=CC1O ((E)-8-(3,4-Dihydroxystyryl)-7-methyl-1,3-dipropylxanthine), O (Water), CI (methyl iodide), C([O-])([O-])=O.[Li+].[Li+] (lithium carbonate), C([O-])([O-])=O.[Li+].[Li+] (lithium carbonate). Run in CN(C=O)C (dimethylformamide). Run at temperature 80 celsius, time 5 hour. The product is OC=1C=C(/C=C/C2=NC=3N(C(N(C(C3N2C)=O)CCC)=O)CCC)C=CC1OC ((E)-8-(3-Hydroxy-4-methoxystyryl)-7-methyl-1,3-dipropylxanthine). Isolated yield 31.3%. Reaction SMILES: [OH:1][C:2]1[CH:3]=[C:4]([CH:25]=[CH:26][C:27]=1[OH:28])/[CH:5]=[CH:6]/[C:7]1[N:15]([CH3:16])[C:14]2[C:13](=[O:17])[N:12]([CH2:18][CH2:19][CH3:20])[C:11](=[O:21])[N:10]([CH2:22][CH2:23][CH3:24])[C:9]=2[N:8]=1.CI.[C:31](=O)([O-])[O-].[Li+].[Li+].O>CN(C)C=O>[OH:1][C:2]1[CH:3]=[C:4]([CH:25]=[CH:26][C:27]=1[O:28][CH3:31])/[CH:5]=[CH:6]/[C:7]1[N:15]([CH3:16])[C:14]2[C:13](=[O:17])[N:12]([CH2:18][CH2:19][CH3:20])[C:11](=[O:21])[N:10]([CH2:22][CH2:23][CH3:24])[C:9]=2[N:8]=1 |f:2.3.4|. Procedure details: Compound 53 (500 mg, 1.30 mmol) obtained in Reference Example 46 was dissolved in 10 ml of dimethylformamide. To the solution were added 0.40 ml (6.43 mmol) of methyl iodide and 400 mg (6.50 mmol) of lithium carbonate, and the mixture was stirred at 80° C. for 5 hours. Water was added thereto to dissolve lithium carbonate and deposited crystals were collected by filtration. The collected crude crystals were dissolved in chloroform, washed with a saturated aqueous solution of sodium chloride and ... Reactants: CC(N)(CC1=CNC2=CC=CC=C12)C(=O)O (alpha-methyl-DL-tryptophan). The solvent is C1CCOC1 (THF). Run at temperature 65 celsius. The product is NC(CO)(CC1=CNC2=CC=CC=C12)C (2-amino-3-(1H-indol-3-yl)-2-methylpropan-1-ol). RXN SMILES: [CH3:1][C:2]([C:14](O)=[O:15])([CH2:4][C:5]1[C:13]2[C:8](=[CH:9][CH:10]=[CH:11][CH:12]=2)[NH:7][CH:6]=1)[NH2:3]>C1COCC1>[NH2:3][C:2]([CH3:1])([CH2:4][C:5]1[C:13]2[C:8](=[CH:9][CH:10]=[CH:11][CH:12]=2)[NH:7][CH:6]=1)[CH2:14][OH:15]. Procedure: To a solution of alpha-methyl-DL-tryptophan (100 mg) in dry THF (10 ml) was added a borane-tetrahydrofuran complex (1.14 ml) dropwise. The reaction mixture was heated at 65° C. for 4.5 hours. The reaction mixture was quenched with ethanol (3 ml). The reaction mixture was concentrated and extracted with ethyl acetate and water. The organic layer was dried (MgSO4), filtered and concentrated in vacuo. The residue was purified by preparative HPLC eluting with acetonitrile and water. The pure fractio...